The task is: describe an organic reaction: reactants, conditions, products, and yield. This data is from the Open Reaction Database (ORD), a public repository of structured organic reaction records. Reactants: NC1=C(C=C(C=N1)C1=CC(=C(C(=O)O)C=C1)F)C(NC1=CC=NC=C1)=O (4-[6-amino-5-(pyridin-4-ylcarbamoyl)-pyridin-3-yl]-2-fluoro-benzoic acid), COCCNC (N-(methoxyethyl)-methylamine). The product is NC1=C(C(=O)NC2=CC=NC=C2)C=C(C=N1)C1=CC(=C(C=C1)C(N(C)CCOC)=O)F (2-Amino-5-{3-fluoro-4-[(2-methoxy-ethyl)-methyl-carbamoyl]-phenyl}-N-pyridin-4-yl-nicotinamide). Reaction SMILES: [NH2:1][C:2]1[N:7]=[CH:6][C:5]([C:8]2[CH:16]=[CH:15][C:11]([C:12]([OH:14])=O)=[C:10]([F:17])[CH:9]=2)=[CH:4][C:3]=1[C:18](=[O:26])[NH:19][C:20]1[CH:25]=[CH:24][N:23]=[CH:22][CH:21]=1.[CH3:27][O:28][CH2:29][CH2:30][NH:31][CH3:32]>>[NH2:1][C:2]1[N:7]=[CH:6][C:5]([C:8]2[CH:16]=[CH:15][C:11]([C:12](=[O:14])[N:31]([CH2:30][CH2:29][O:28][CH3:27])[CH3:32])=[C:10]([F:17])[CH:9]=2)=[CH:4][C:3]=1[C:18]([NH:19][C:20]1[CH:21]=[CH:22][N:23]=[CH:24][CH:25]=1)=[O:26]. Procedure: Reaction of 4-[6-amino-5-(pyridin-4-ylcarbamoyl)-pyridin-3-yl]-2-fluoro-benzoic acid with N-(methoxyethyl)-methylamine gives “A102”; method 1: HPLC/MS: 1.34 min, [M+H]=424; Starting materials: C(C1=CC=CC=C1)OC1=C(C=C(C(=C1)OCC1=CC=CC=C1)C(=C)C)C(=O)N1CC2=CC=C(C=C2C1)Br ((2,4-bis-benzyloxy-5-isopropenyl-phenyl)-(5-bromo-1,3-dihydro-isoindol-2-yl)-methanone), CN1CCN(CC1)C1CCNCC1 (1-methyl-4-(piperidin-4-yl)piperazine), (2-biphenyl)-di-tert-butylphosphine, tris(dibenzylidene)palladium(0), CC(C)([O-])C.[Na+] (sodium tert-butoxide). Solvent: C1(=CC=CC=C1)C (toluene), C(Cl)Cl (DCM). Run at temperature 120 celsius. Product: C(C1=CC=CC=C1)OC1=C(C=C(C(=C1)OCC1=CC=CC=C1)C(=C)C)C(=O)N1CC2=CC=C(C=C2C1)N1CCC(CC1)N1CCN(CC1)C ((2,4-bis-benzyloxy-5-isopropenyl-phenyl)-{5-[4-(4-methyl-piperazin-1-yl)-piperidin-1-yl]-1,3-dihydro-isoindol-2-yl}-methanone). The yield is 44.4%. Reaction SMILES: [CH2:1]([O:8][C:9]1[CH:14]=[C:13]([O:15][CH2:16][C:17]2[CH:22]=[CH:21][CH:20]=[CH:19][CH:18]=2)[C:12]([C:23]([CH3:25])=[CH2:24])=[CH:11][C:10]=1[C:26]([N:28]1[CH2:36][C:35]2[C:30](=[CH:31][CH:32]=[C:33](Br)[CH:34]=2)[CH2:29]1)=[O:27])[C:2]1[CH:7]=[CH:6][CH:5]=[CH:4][CH:3]=1.[CH3:38][N:39]1[CH2:44][CH2:43][N:42]([CH:45]2[CH2:50][CH2:49][NH:48][CH2:47][CH2:46]2)[CH2:41][CH2:40]1.CC(C)([O-])C.[Na+]>C1(C)C=CC=CC=1.C(Cl)Cl>[CH2:1]([O:8][C:9]1[CH:14]=[C:13]([O:15][CH2:16][C:17]2[CH:22]=[CH:21][CH:20]=[CH:19][CH:18]=2)[C:12]([C:23]([CH3:25])=[CH2:24])=[CH:11][C:10]=1[C:26]([N:28]1[CH2:36][C:35]2[C:30](=[CH:31][CH:32]=[C:33]([N:48]3[CH2:47][CH2:46][CH:45]([N:42]4[CH2:41][CH2:40][N:39]([CH3:38])[CH2:44][CH2:43]4)[CH2:50][CH2:49]3)[CH:34]=2)[CH2:29]1)=[O:27])[C:2]1[CH:7]=[CH:6][CH:5]=[CH:4][CH:3]=1 |f:2.3|. Procedure: A solution of (2,4-bis-benzyloxy-5-isopropenyl-phenyl)-(5-bromo-1,3-dihydro-isoindol-2-yl)-methanone (200 mg; 0.36 mmol) and 1-methyl-4-(piperidin-4-yl)piperazine (80 mg; 1.2 equiv.) in toluene (5 ml) was treated with (2-biphenyl)-di-tert-butylphosphine (6 mg; 5 mol %), tris(dibenzylidene)palladium(0) (10 mg; 2.5 mol %) and sodium tert-butoxide (50 mg; 1.4 equiv.) then heated at 120° C. for 30 minutes in a CEM explorer microwave synthesiser. The reaction mixture was diluted with DCM, washed with... Starting materials: BrCc1ccccc1, [Li+], Cc1cccc(Nc2c(N)cc(C(=O)O)cc2S(N)(=O)=O)n1, [OH-], O. RXN SMILES: [Br:25][CH2:26][c:27]1[cH:28][cH:29][cH:30][cH:31][cH:32]1.[Li+:23].[NH2:1][c:2]1[cH:3][c:4]([C:5](=[O:6])[OH:7])[cH:8][c:9]([S:19]([NH2:20])(=[O:21])=[O:22])[c:10]1[NH:11][c:12]1[cH:13][cH:14][cH:15][c:16]([CH3:18])[n:17]1.[OH-:24].[OH2:33]>>[NH:1]([c:2]1[cH:3][c:4]([C:5](=[O:6])[OH:7])[cH:8][c:9]([S:19]([NH2:20])(=[O:21])=[O:22])[c:10]1[NH:11][c:12]1[cH:13][cH:14][cH:15][c:16]([CH3:18])[n:17]1)[CH2:26][c:27]1[cH:28][cH:29][cH:30][cH:31][cH:32]1. The product is Cc1cccc(Nc2c(NCc3ccccc3)cc(C(=O)O)cc2S(N)(=O)=O)n1. Starting materials: O=C([O-])[O-], CN1CCNCC1, CS(C)=O, O=[N+]([O-])c1cccc(F)c1, [K+], [K+], O. Yields the product CN1CCN(c2cccc([N+](=O)[O-])c2)CC1. RXN SMILES: [C:11](=[O:12])([O-:13])[O-:14].[CH3:17][N:18]1[CH2:19][CH2:20][NH:21][CH2:22][CH2:23]1.[CH3:24][S:25]([CH3:26])=[O:27].[F:1][c:2]1[cH:3][c:4]([N+:8](=[O:9])[O-:10])[cH:5][cH:6][cH:7]1.[K+:15].[K+:16].[OH2:28]>>[c:2]1([N:21]2[CH2:20][CH2:19][N:18]([CH3:17])[CH2:23][CH2:22]2)[cH:3][c:4]([N+:8](=[O:9])[O-:10])[cH:5][cH:6][cH:7]1. The reactants are C(=O)([O-])[O-].[K+].[K+] (K2CO3), potassium carboxylate, sodium thiolate, BrCCC(=O)O (3-bromopropionic acid), BrC1=CC=C(C=C1)S (4-bromothiophenol), [OH-].[Na+] (NaOH). Run in O (H2O), O (H2O). Run at time 30 minute. Product: BrC1=CC=C(SCCC(=O)O)C=C1 (3-(4-bromothiophenoxy)propionic acid). As a reaction SMILES: [OH-].[Na+].[Br:3][C:4]1[CH:9]=[CH:8][C:7]([SH:10])=[CH:6][CH:5]=1.C([O-])([O-])=O.[K+].[K+].Br[CH2:18][CH2:19][C:20]([OH:22])=[O:21]>O>[Br:3][C:4]1[CH:9]=[CH:8][C:7]([S:10][CH2:18][CH2:19][C:20]([OH:22])=[O:21])=[CH:6][CH:5]=1 |f:0.1,3.4.5|. Procedure details: To a solution of 1.44 g (35.7 mmol) of NaOH in 20.0 ml degassed H2O (sparged with argon) was added 6.79 g (35.7 mmol) of 4-bromothiophenol. The resulting mixture was stirred at room temperature for 30 minutes. A second flask was charged with 2.26 g (16.3 mmol) of K2CO3 and 15 ml of degassed H2O. To this solution was added (in portions) 5.00 g (32.7 mmol) of 3-bromopropionic acid. The resulting potassium carboxylate solution was added to the sodium thiolate solution, and the resulting mixture sti... Reactants: CN(C=O)C (dimethylformamide), OCCCCCCCCCCCCCCCCCCCCC1=C(C=C(C(=C1O)OC)OC)C (6-(20-hydroxyeicosanyl)-2,3-dimethoxy-5-methylphenol). The solvent is O=O (oxygen). Reagents/catalysts: C1=CC=C(C(=C1)C=NCCN=CC2=CC=CC=C2[O-])[O-].[Co+2] (salcomine). Reported procedure: To a dimethylformamide solution (50 ml) of 6-(20-hydroxyeicosanyl)-2,3-dimethoxy-5-methylphenol (4.0 g) is added bis(salicylidene)ethylenediiminocobalt(II) (40 mg), and the mixture is stirred in oxygen streams at atmospheric temperature and pressure for 72 hours. The product is isolated as in Example 7 and recrystallized from ether. The above procedure yields 6-(20-hydroxyeicosyl)-2,3-dimethoxy-5-methyl-1,4-benzoquinone (3.28 g) as yellow needles melting at 85° C. Yields the product OCCCCCCCCCCCCCCCCCCCCC1=C(C(C(=C(C1=O)OC)OC)=O)C (6-(20-hydroxyeicosyl)-2,3-dimethoxy-5-methyl-1,4-benzoquinone). As a reaction SMILES: CN(C)[CH:3]=[O:4].[OH:6][CH2:7][CH2:8][CH2:9][CH2:10][CH2:11][CH2:12][CH2:13][CH2:14][CH2:15][CH2:16][CH2:17][CH2:18][CH2:19][CH2:20][CH2:21][CH2:22][CH2:23][CH2:24][CH2:25][CH2:26][C:27]1[C:32]([OH:33])=[C:31]([O:34][CH3:35])[C:30]([O:36][CH3:37])=[CH:29][C:28]=1C>O=O.C1C=C(C=NCCN=CC2C([O-])=CC=CC=2)C([O-])=CC=1.[Co+2]>[OH:6][CH2:7][CH2:8][CH2:9][CH2:10][CH2:11][CH2:12][CH2:13][CH2:14][CH2:15][CH2:16][CH2:17][CH2:18][CH2:19][CH2:20][CH2:21][CH2:22][CH2:23][CH2:24][CH2:25][CH2:26][C:27]1[C:32](=[O:33])[C:31]([O:34][CH3:35])=[C:30]([O:36][CH3:37])[C:3](=[O:4])[C:28]=1[CH3:29] |f:3.4|. Starting materials: CCO, CCOC(=O)c1cccc2c(CC(C)N3CC(c4cccc(Cl)c4)OC3=O)c[nH]c12, Cl, [K+], [OH-], O. Product: CC(Cc1c[nH]c2c(C(=O)O)cccc12)N1CC(c2cccc(Cl)c2)OC1=O. RXN SMILES: [CH3:35][CH2:36][OH:37].[Cl:1][c:2]1[cH:3][c:4]([CH:8]2[CH2:9][N:10]([CH:14]([CH2:15][c:16]3[cH:17][nH:18][c:19]4[c:20]([C:25](=[O:26])[O:27][CH2:28][CH3:29])[cH:21][cH:22][cH:23][c:24]34)[CH3:30])[C:11](=[O:13])[O:12]2)[cH:5][cH:6][cH:7]1.[ClH:33].[K+:32].[OH-:31].[OH2:34]>>[Cl:1][c:2]1[cH:3][c:4]([CH:8]2[CH2:9][N:10]([CH:14]([CH2:15][c:16]3[cH:17][nH:18][c:19]4[c:20]([C:25](=[O:26])[OH:27])[cH:21][cH:22][cH:23][c:24]34)[CH3:30])[C:11](=[O:13])[O:12]2)[cH:5][cH:6][cH:7]1. The reactants are O[C@H]1CC[C@H]2[C@@H]3C[C@H]4[C@](C[C@H]3CC[C@H]2C1)(C(CC4)=O)C ((3S,4aS,6aR,7aS,10aS,11aR,11bR)-Hexadecahydro-3-hydroxy-7a-methyl-8H-cyclopenta[b]phenanthren-8-one), [I-].C[S+](C)C (trimethylsulfonium iodide), CC(C)([O-])C.[K+] (potassium tert-butoxide), O (water). The solvent is CS(=O)C (DMSO). Run at time 3 hour. Yields the product C[C@]12C[C@H]3CC[C@H]4C[C@H](CC[C@H]4[C@@H]3C[C@@H]1CC[C@]21OC1)O ((2′S,3S,4aS,6aR,7aS,10aS,11aR,11bR)-Hexadecahydro-7a-methyl-spiro[8H-cyclopenta[b]phenanthrene-8,2′-oxiran]-3-ol). The yield is 71.9%. As a reaction SMILES: [OH:1][C@@H:2]1[CH2:15][C@H:14]2[C@H:5]([C@H:6]3[C@H:11]([CH2:12][CH2:13]2)[CH2:10][C@:9]2([CH3:20])[C:16](=[O:19])[CH2:17][CH2:18][C@H:8]2[CH2:7]3)[CH2:4][CH2:3]1.[I-].[CH3:22][S+](C)C.CC(C)([O-])C.[K+].O>CS(C)=O>[CH3:20][C@@:9]12[C@:16]3([CH2:22][O:19]3)[CH2:17][CH2:18][C@H:8]1[CH2:7][C@@H:6]1[C@H:11]([CH2:12][CH2:13][C@@H:14]3[C@H:5]1[CH2:4][CH2:3][C@H:2]([OH:1])[CH2:15]3)[CH2:10]2 |f:1.2,3.4|. Procedure: To a solution of compound 14 (60 mg, 0.23 mmol) in DMSO (3 mL) was added trimethylsulfonium iodide (204 mg, 1.0 mmol) and potassium tert-butoxide (112 mg, 1.0 mmol) at room temperature. After 3 h, water (20 mL) was added and the product extracted into EtOAc (50 mL×3). The combined extracts were dried, filtered and concentrated. The residue was purified by flash column chromatography (silica gel eluted with 30% EtOAc in hexanes) to give compound 15 (48 mg, 72%) as a white solid: 160-162° C.; [α]D... Reactants: N#Cc1ccccc1-c1ccc(CN)cc1, CCCCC(=NNC(=N)SC)OCC, CCO. The product is CCCCC(=NNC(=N)SC)NCc1ccc(-c2ccccc2C#N)cc1. RXN SMILES: [C:15](#[N:16])[c:17]1[c:18](-[c:23]2[cH:24][cH:25][c:26]([CH2:29][NH2:30])[cH:27][cH:28]2)[cH:19][cH:20][cH:21][cH:22]1.[CH3:1][S:2][C:3](=[NH:4])[NH:5][N:6]=[C:7]([CH2:8][CH2:9][CH2:10][CH3:11])[O:12][CH2:13][CH3:14].[CH3:31][CH2:32][OH:33]>>[CH3:1][S:2][C:3](=[NH:4])[NH:5][N:6]=[C:7]([CH2:8][CH2:9][CH2:10][CH3:11])[NH:30][CH2:29][c:26]1[cH:25][cH:24][c:23](-[c:18]2[c:17]([C:15]#[N:16])[cH:22][cH:21][cH:20][cH:19]2)[cH:28][cH:27]1. Reactants: BrCC(=O)C1=CC=C(C#N)C=C1 (4-(2-bromoacetyl)benzonitrile), N1CC(C1)C(=O)OC(C)(C)C (tert-butyl azetidine-3-carboxylate). Solvent: C1(=CC=CC=C1)C (toluene). Run at time 8 hour. Product: C(#N)C1=CC=C(C=C1)C(CN1CC(C1)C(=O)OC(C)(C)C)=O (tert-butyl 1-(2-(4-cyanophenyl)-2-oxoethyl)azetidine-3-carboxylate). Isolated yield 28.3%. As a reaction SMILES: Br[CH2:2][C:3]([C:5]1[CH:12]=[CH:11][C:8]([C:9]#[N:10])=[CH:7][CH:6]=1)=[O:4].[NH:13]1[CH2:16][CH:15]([C:17]([O:19][C:20]([CH3:23])([CH3:22])[CH3:21])=[O:18])[CH2:14]1>C1(C)C=CC=CC=1>[C:9]([C:8]1[CH:11]=[CH:12][C:5]([C:3](=[O:4])[CH2:2][N:13]2[CH2:14][CH:15]([C:17]([O:19][C:20]([CH3:23])([CH3:22])[CH3:21])=[O:18])[CH2:16]2)=[CH:6][CH:7]=1)#[N:10]. Procedure details: To a mixture of 4-(2-bromoacetyl)benzonitrile (448 mg, 2 mmol) in toluene (10 mL) was added tert-butyl azetidine-3-carboxylate (346 mg, 2.2 mmol). The reaction mixture was stirred overnight and then, solvent was removed. The solids were triturated with EtOAC. The solids were collected and dried in vacuo to yield 170 mg of tert-butyl 1-(2-(4-cyanophenyl)-2-oxoethyl)azetidine-3-carboxylate as an off white solid. MS (m+1)=301. HPLC Peak RT=0.97 minutes (Analytical Method B).